Dataset: the Open Reaction Database (ORD), a public repository of structured organic reaction records. Task: describe an organic reaction: reactants, conditions, products, and yield Reactants: O=C([O-])[O-], CS(C)=O, [Cs+], [Cs+], O=[N+]([O-])c1ccc(F)c(F)c1, O, O=C(Nc1cn2cc(O)ccc2n1)C1CC1. Product: O=C(Nc1cn2cc(Oc3ccc([N+](=O)[O-])cc3F)ccc2n1)C1CC1. Reaction SMILES: [C:28](=[O:29])([O-:30])[O-:31].[CH3:35][S:36](=[O:37])[CH3:38].[Cs+:32].[Cs+:33].[F:17][c:18]1[c:19]([F:27])[cH:20][c:21]([N+:24](=[O:25])[O-:26])[cH:22][cH:23]1.[OH2:34].[OH:1][c:2]1[cH:3][cH:4][c:5]2[n:6]([cH:7]1)[cH:8][c:9]([NH:11][C:12](=[O:13])[CH:14]1[CH2:15][CH2:16]1)[n:10]2>>[O:1]([c:2]1[cH:3][cH:4][c:5]2[n:6]([cH:7]1)[cH:8][c:9]([NH:11][C:12](=[O:13])[CH:14]1[CH2:15][CH2:16]1)[n:10]2)[c:18]1[c:19]([F:27])[cH:20][c:21]([N+:24](=[O:25])[O-:26])[cH:22][cH:23]1. Reactants: C(C1=CC=CC=C1)N1CCC(CC1)N1C(=O)C=CC2=CC=C(C=C12)NC(C)=O (1-(1-benzyl-4-piperidinyl)-7-acetylaminocarbostyril), [OH-].[Na+] (sodium hydroxide). The solvent is C(C)O (ethanol). The product is C(C1=CC=CC=C1)N1CCC(CC1)N1C(=O)C=CC2=CC=C(C=C12)N (1-(1-benzyl-4-piperidinyl)-7-aminocarbostyril). Yield: 90.1%. RXN SMILES: [CH2:1]([N:8]1[CH2:13][CH2:12][CH:11]([N:14]2[C:24]3[C:19](=[CH:20][CH:21]=[C:22]([NH:25]C(=O)C)[CH:23]=3)[CH:18]=[CH:17][C:15]2=[O:16])[CH2:10][CH2:9]1)[C:2]1[CH:7]=[CH:6][CH:5]=[CH:4][CH:3]=1.[OH-].[Na+]>C(O)C>[CH2:1]([N:8]1[CH2:13][CH2:12][CH:11]([N:14]2[C:24]3[C:19](=[CH:20][CH:21]=[C:22]([NH2:25])[CH:23]=3)[CH:18]=[CH:17][C:15]2=[O:16])[CH2:10][CH2:9]1)[C:2]1[CH:7]=[CH:6][CH:5]=[CH:4][CH:3]=1 |f:1.2|. Procedure details: To 1-(1-benzyl-4-piperidinyl)-7-acetylaminocarbostyril (3.0 g) are added ethanol (32 ml) and an aqueous 10% sodium hydroxide solution (32 ml) and the mixture is refluxed for 1 hour. After the reaction mixture is concentrated by distilling off the solvent, water is added to the residue and the resulting solution is extracted with dichloromethane. The extract is concentrated by distilling off the solvent and recrystallized from ethanol/chloroform to give 1-(1-benzyl-4-piperidinyl)-7-aminocarbostyr... Starting materials: [C@@H]1([C@@H](CC2=CC=CC=C12)O)O (trans-(-)-1,2-indandiol), C(C)#N (acetonitrile), S(O)(O)(=O)=O (sulfuric acid), O (water). Reaction conditions: time 30 minute. The product is N[C@H]1[C@H](CC2=CC=CC=C12)O (cis-(±)-1-aminoindan-2-ol). Reaction SMILES: [C@@H:1]1(O)[C:9]2[C:4](=[CH:5][CH:6]=[CH:7][CH:8]=2)[CH2:3][C@H:2]1[OH:10].S(=O)(=O)(O)O.O.C(#[N:20])C>>[NH2:20][C@@H:1]1[C:9]2[C:4](=[CH:5][CH:6]=[CH:7][CH:8]=2)[CH2:3][C@@H:2]1[OH:10]. Procedure details: In 40 ml of acetonitrile, 3.0 g (20.1 mmol) of trans-(-)-1,2-indandiol (I': trans-configuration: 98.0%; cis-configuration: 2.0%; optical purity: 100% e.e.) was dissolved. At room temperature, 3.2 g (31.7 mmol) of 97% sulfuric acid was dropwise added thereto in a period of 30 minutes. After the resulting mixture was stirred at room temperature for 1 hour, the compound (I') disappeared from an HPLC. To the reaction liquid, 20 ml of water was added. Immediately thereafter, the mixture was heated an... Reactants: CCOC(=O)c1ccc(C=Cc2ccc3c(c2)C(=O)CCC3(C)C)cc1, CC(=O)[O-], CCO, Cl, [Na+], CON, C1CCOC1. Product: CC1(C)CCC(=O)c2cc(C=Cc3ccc(C(=O)O)cc3)ccc21. As a reaction SMILES: [CH3:1][C:2]1([CH3:26])[c:3]2[cH:4][cH:5][c:6]([CH:13]=[CH:14][c:15]3[cH:16][cH:17][c:18]([C:19](=[O:20])[O:21][CH2:22][CH3:23])[cH:24][cH:25]3)[cH:7][c:8]2[C:9](=[O:12])[CH2:10][CH2:11]1.[CH3:32][C:33](=[O:34])[O-:35].[CH3:36][CH2:37][OH:38].[ClH:27].[Na+:31].[O:28]([NH2:29])[CH3:30].[O:39]1[CH2:40][CH2:41][CH2:42][CH2:43]1>>[CH3:1][C:2]1([CH3:26])[c:3]2[cH:4][cH:5][c:6]([CH:13]=[CH:14][c:15]3[cH:16][cH:17][c:18]([C:19](=[O:20])[OH:21])[cH:24][cH:25]3)[cH:7][c:8]2[C:9](=[O:12])[CH2:10][CH2:11]1. Reactants: ClCC(=O)OCC (ethyl chloroacetate), C(C)(C)(C)C1=CC=C(C=C1)C1=NC(=NC(=N1)C1=CC=C(C=C1)C(C)(C)C)C1=C(C=C(C(=C1)CCCCCC)O)O (2,4-bis(4-tert-butylphenyl)-6-(2,4-dihydroxy-5-hexylphenyl)-1,3,5-triazine), C([O-])([O-])=O.[K+].[K+] (potassium carbonate), [I-].[K+] (potassium iodide). The solvent is CC(=O)C (acetone). Yields the product C(C)(C)(C)C1=CC=C(C=C1)C=1NC(N=CN1)(C1=C(C=C(C(=C1)CCCCCC)OCC(=O)OCC)O)C1=CC=C(C=C1)C(C)(C)C (2,6-bis(4-tert-butylphenyl)-6-(2-hydroxy-4-ethoxycarbonylmethoxy-5-hexylphenyl)-1,3,5-triazine). Yield: 171.8%. RXN SMILES: C(C1C=CC([C:11]2[N:16]=[C:15]([C:17]3[CH:22]=[CH:21][C:20]([C:23]([CH3:26])([CH3:25])[CH3:24])=[CH:19][CH:18]=3)[N:14]=[C:13]([C:27]3[CH:32]=[C:31]([CH2:33][CH2:34][CH2:35][CH2:36][CH2:37][CH3:38])[C:30]([OH:39])=[CH:29][C:28]=3[OH:40])[N:12]=2)=CC=1)(C)(C)C.C(=O)([O-])[O-].[K+].[K+].[I-].[K+].Cl[CH2:50][C:51]([O:53][CH2:54][CH3:55])=[O:52]>CC(C)=O>[C:23]([C:20]1[CH:19]=[CH:18][C:17]([C:15]2[NH:14][C:13]([C:17]3[CH:22]=[CH:21][C:20]([C:23]([CH3:26])([CH3:25])[CH3:24])=[CH:19][CH:18]=3)([C:27]3[CH:32]=[C:31]([CH2:33][CH2:34][CH2:35][CH2:36][CH2:37][CH3:38])[C:30]([O:39][CH2:50][C:51]([O:53][CH2:54][CH3:55])=[O:52])=[CH:29][C:28]=3[OH:40])[N:12]=[CH:11][N:16]=2)=[CH:22][CH:21]=1)([CH3:24])([CH3:25])[CH3:26] |f:1.2.3,4.5|. Procedure: To a stirred mixture of 10 g of 2,4-bis(4-tert-butylphenyl)-6-(2,4-dihydroxy-5-hexylphenyl)-1,3,5-triazine, 7.4 g of anhydrous potassium carbonate, 0.5 g of potassium iodide, and 80 mL of acetone was added 2.2 mL (2.5 g) of ethyl chloroacetate. The mixture was stirred at reflux for 2.5 h and then allowed to cool to room temperature. The solids were removed by filtration and washed with methylene chloride. The combined filtrates were concentrated under reduced pressure to a volume of 75 mL and di...